Dataset: the Open Reaction Database (ORD), a public repository of structured organic reaction records. Task: describe an organic reaction: reactants, conditions, products, and yield As a reaction SMILES: [CH3:36][c:37]1[cH:38][cH:39][cH:40][cH:41][cH:42]1.[CH3:43][CH2:44][CH2:45][CH2:46][CH2:47][CH3:48].[CH:1]([c:2]1[cH:3][cH:4][cH:5][cH:6][cH:7]1)([c:8]1[cH:9][cH:10][cH:11][cH:12][cH:13]1)[N:14]1[CH2:15][CH:16]([O:18][c:19]2[cH:20][cH:21][c:22]([F:25])[cH:23][cH:24]2)[CH2:17]1.[c:26]1([O:32][C:33](=[O:34])[Cl:35])[cH:27][cH:28][cH:29][cH:30][cH:31]1>>[N:14]1([C:33]([O:32][c:26]2[cH:27][cH:28][cH:29][cH:30][cH:31]2)=[O:34])[CH2:15][CH:16]([O:18][c:19]2[cH:20][cH:21][c:22]([F:25])[cH:23][cH:24]2)[CH2:17]1. Reactants: Cc1ccccc1, CCCCCC, Fc1ccc(OC2CN(C(c3ccccc3)c3ccccc3)C2)cc1, O=C(Cl)Oc1ccccc1. Product: O=C(Oc1ccccc1)N1CC(Oc2ccc(F)cc2)C1. The reactants are CCc1ccc(Cc2cc(C3C(OC(C)=O)C(COC(C)=O)C(OC(C)=O)C(OC(C)=O)C3OC(C)=O)ccc2Cl)cc1, CC(=O)O, O. Product: CC(=O)OCC1C(OC(C)=O)C(OC(C)=O)C(OC(C)=O)C(c2ccc(Cl)c(Cc3ccc(C(C)=O)cc3)c2)C1OC(C)=O. Reaction SMILES: [C:1]([CH3:2])(=[O:3])[O:4][CH:5]1[CH:6]([O:40][C:41]([CH3:42])=[O:43])[CH:7]([O:36][C:37]([CH3:38])=[O:39])[CH:8]([CH2:31][O:32][C:33]([CH3:34])=[O:35])[CH:9]([O:27][C:28]([CH3:29])=[O:30])[CH:10]1[c:11]1[cH:12][c:13]([CH2:18][c:19]2[cH:20][cH:21][c:22]([CH2:25][CH3:26])[cH:23][cH:24]2)[c:14]([Cl:17])[cH:15][cH:16]1.[CH3:44][C:45]([OH:46])=[O:47].[OH2:48]>>[C:1]([CH3:2])(=[O:3])[O:4][CH:5]1[CH:6]([O:40][C:41]([CH3:42])=[O:43])[CH:7]([O:36][C:37]([CH3:38])=[O:39])[CH:8]([CH2:31][O:32][C:33]([CH3:34])=[O:35])[CH:9]([O:27][C:28]([CH3:29])=[O:30])[CH:10]1[c:11]1[cH:12][c:13]([CH2:18][c:19]2[cH:20][cH:21][c:22]([C:25]([CH3:26])=[O:46])[cH:23][cH:24]2)[c:14]([Cl:17])[cH:15][cH:16]1. Reactants: CNc1ccc(Oc2ccnc(C(=O)OC(C)(C)C)c2)cc1[N+](=O)[O-], CO. Yields the product CNc1ccc(Oc2ccnc(C(=O)OC(C)(C)C)c2)cc1N. RXN SMILES: [CH3:1][NH:2][c:3]1[c:4]([N+:23]([O-:24])=[O:25])[cH:5][c:6]([O:7][c:8]2[cH:9][c:10]([C:14](=[O:15])[O:16][C:17]([CH3:18])([CH3:19])[CH3:20])[n:11][cH:12][cH:13]2)[cH:21][cH:22]1.[CH3:26][OH:27]>>[CH3:1][NH:2][c:3]1[c:4]([NH2:23])[cH:5][c:6]([O:7][c:8]2[cH:9][c:10]([C:14](=[O:15])[O:16][C:17]([CH3:18])([CH3:19])[CH3:20])[n:11][cH:12][cH:13]2)[cH:21][cH:22]1.